This data is from the Open Reaction Database (ORD), a public repository of structured organic reaction records. The task is: describe an organic reaction: reactants, conditions, products, and yield The reactants are C(C)(=O)OCC (ethyl acetate), Cl[Si](C)(C)C (chloro(trimethyl)silane), [I-].[Na+] (sodium iodide), C1(=CCCCC1)C1=NN(C2=C1C(=NC=C2)OC)C2CCCC2 (3-(cyclohex-1-en-1-yl)-1-cyclopentyl-4-methoxy-1H-pyrazolo[4,3-c]pyridine). Run in O (water), C1CCOC1 (THF), C(C)#N (acetonitrile). Conditions: time 5 minute. Product: C1(=CCCCC1)C1=NN(C2=C1C(NC=C2)=O)C2CCCC2 (3-(cyclohex-1-en-1-yl)-1-cyclopentyl-1,5-dihydro-4H-pyrazolo[4,3-c]pyridin-4-one). As a reaction SMILES: Cl[Si](C)(C)C.[I-].[Na+].[C:8]1([C:14]2[C:18]3[C:19]([O:23]C)=[N:20][CH:21]=[CH:22][C:17]=3[N:16]([CH:25]3[CH2:29][CH2:28][CH2:27][CH2:26]3)[N:15]=2)[CH2:13][CH2:12][CH2:11][CH2:10][CH:9]=1.C(OCC)(=O)C>C(#N)C.O.C1COCC1>[C:8]1([C:14]2[C:18]3[C:19](=[O:23])[NH:20][CH:21]=[CH:22][C:17]=3[N:16]([CH:25]3[CH2:26][CH2:27][CH2:28][CH2:29]3)[N:15]=2)[CH2:13][CH2:12][CH2:11][CH2:10][CH:9]=1 |f:1.2|. Procedure details: To a solution (1.0 mL) of 1-cyclopentyl-4-methoxy-1H-pyrazolo[4,3-c]pyridin-3-yl trifluoromethanesulfonate (29.2 mg) obtained in Step C of Example 12, 2-(cyclohex-1-en-1-yl)-4,4,5,5-tetramethyl-1,3,2-dioxaborolane (16.7 mg) and tetrakistriphenylphosphine palladium (18.5 mg) in DME was added 2N sodium carbonate (120 μl), and the mixture was reacted at 100° C. for 6 hr. To the reaction mixture were added ethyl acetate (4 mL), THF (1 mL) and water (1 mL), the mixture was stirred for 5 min, and the ...